This data is from the Open Reaction Database (ORD), a public repository of structured organic reaction records. The task is: describe an organic reaction: reactants, conditions, products, and yield Reactants: CN1C(=O)C(=Cc2ccc(C=O)cc2)SC1=S, Nc1cccc(-c2c(C(=O)c3ccccc3)cnc3c(C(F)(F)F)cccc23)c1. Product: CN1C(=O)C(=Cc2ccc(CNc3cccc(-c4c(C(=O)c5ccccc5)cnc5c(C(F)(F)F)cccc45)c3)cc2)SC1=S. As a reaction SMILES: [CH3:30][N:31]1[C:32](=[S:46])[S:33][C:34](=[CH:37][c:38]2[cH:39][cH:40][c:41]([CH:42]=[O:43])[cH:44][cH:45]2)[C:35]1=[O:36].[NH2:1][c:2]1[cH:3][c:4](-[c:8]2[c:9]([C:22](=[O:23])[c:24]3[cH:25][cH:26][cH:27][cH:28][cH:29]3)[cH:10][n:11][c:12]3[c:13]([C:18]([F:19])([F:20])[F:21])[cH:14][cH:15][cH:16][c:17]23)[cH:5][cH:6][cH:7]1>>[NH:1]([c:2]1[cH:3][c:4](-[c:8]2[c:9]([C:22](=[O:23])[c:24]3[cH:25][cH:26][cH:27][cH:28][cH:29]3)[cH:10][n:11][c:12]3[c:13]([C:18]([F:19])([F:20])[F:21])[cH:14][cH:15][cH:16][c:17]23)[cH:5][cH:6][cH:7]1)[CH2:42][c:41]1[cH:40][cH:39][c:38]([CH:37]=[C:34]2[S:33][C:32](=[S:46])[N:31]([CH3:30])[C:35]2=[O:36])[cH:45][cH:44]1. The reactants are C(C)OC(=O)C1(CC1)NC(=O)C=1C(=C2C=C(C(N(C2=CN1)CC1=CC=CC=C1)=O)C1=CC=CC=C1)O (1-[(1-benzyl-5-hydroxy-2-oxo-3-phenyl-1,2-dihydro-[1,7]naphthyridine-6-carbonyl)-amino]-cyclopropanecarboxylic acid ethyl ester), [OH-].[Na+] (NaOH), CO (MeOH), C1CCOC1 (THF). The solvent is C(=O)(O)[O-].[Na+] (NaHCO3). Run at time 16 hour. The product is C(C1=CC=CC=C1)N1C(C(=CC2=C(C(=NC=C12)C(=O)NC1(CC1)C(=O)O)O)C1=CC=CC=C1)=O (1-[(1-Benzyl-5-hydroxy-2-oxo-3-phenyl-1,2-dihydro-[1,7]naphthyridine-6-carbonyl)-amino]-cyclopropanecarboxylic acid). The yield is 39.7%. RXN SMILES: C([O:3][C:4]([C:6]1([NH:9][C:10]([C:12]2[C:13]([OH:36])=[C:14]3[C:19](=[CH:20][N:21]=2)[N:18]([CH2:22][C:23]2[CH:28]=[CH:27][CH:26]=[CH:25][CH:24]=2)[C:17](=[O:29])[C:16]([C:30]2[CH:35]=[CH:34][CH:33]=[CH:32][CH:31]=2)=[CH:15]3)=[O:11])[CH2:8][CH2:7]1)=[O:5])C.[OH-].[Na+].CO.C1COCC1>C([O-])(O)=O.[Na+]>[CH2:22]([N:18]1[C:19]2[C:14](=[C:13]([OH:36])[C:12]([C:10]([NH:9][C:6]3([C:4]([OH:5])=[O:3])[CH2:8][CH2:7]3)=[O:11])=[N:21][CH:20]=2)[CH:15]=[C:16]([C:30]2[CH:35]=[CH:34][CH:33]=[CH:32][CH:31]=2)[C:17]1=[O:29])[C:23]1[CH:28]=[CH:27][CH:26]=[CH:25][CH:24]=1 |f:1.2,5.6|. Reported procedure: A mixture of 1-[(1-benzyl-5-hydroxy-2-oxo-3-phenyl-1,2-dihydro-[1,7]naphthyridine-6-carbonyl)-amino]-cyclopropanecarboxylic acid ethyl ester (40 mg, 0.083 mmol), 2 M NaOH (3 mL), MeOH (3 mL) and THF (3 mL) was stirred at r.t. for 16 h, then concentrated to approximately one-third of its original volume. 1 M HCl was added to acidify the mixture, and the resulting suspension was extracted with EtOAc. The organic layer was dried over MgSO4 and concentrated. The residue was dissolved in saturated Na... Starting materials: COc1ccc2c(c1)c1c(n2C(=O)OC(C)(C)C)C(=O)N(Cc2ccc(Cl)c(Oc3cc(Cl)cc(C#N)c3)c2F)CC1, ClCCl, O=C(O)C(F)(F)F. Product: COc1ccc2[nH]c3c(c2c1)CCN(Cc1ccc(Cl)c(Oc2cc(Cl)cc(C#N)c2)c1F)C3=O. Reaction SMILES: [Cl:1][c:2]1[c:3]([O:33][c:34]2[cH:35][c:36]([Cl:42])[cH:37][c:38]([C:40]#[N:41])[cH:39]2)[c:4]([F:32])[c:5]([CH2:8][N:9]2[C:10](=[O:31])[c:11]3[n:12]([C:24]([O:25][C:26]([CH3:27])([CH3:28])[CH3:29])=[O:30])[c:13]4[cH:14][cH:15][c:16]([O:22][CH3:23])[cH:17][c:18]4[c:19]3[CH2:20][CH2:21]2)[cH:6][cH:7]1.[Cl:50][CH2:51][Cl:52].[F:43][C:44]([F:45])([F:46])[C:47]([OH:48])=[O:49]>>[Cl:1][c:2]1[c:3]([O:33][c:34]2[cH:35][c:36]([Cl:42])[cH:37][c:38]([C:40]#[N:41])[cH:39]2)[c:4]([F:32])[c:5]([CH2:8][N:9]2[C:10](=[O:31])[c:11]3[nH:12][c:13]4[cH:14][cH:15][c:16]([O:22][CH3:23])[cH:17][c:18]4[c:19]3[CH2:20][CH2:21]2)[cH:6][cH:7]1. The reactants are CCCCCCCCCCCCN, CCCO, Clc1ncnc2nc[nH]c12, O. The product is CCCCCCCCCCCCNc1ncnc2nc[nH]c12. RXN SMILES: [CH2:11]([CH2:12][CH2:13][CH2:14][CH2:15][CH2:16][CH2:17][CH2:18][CH2:19][CH2:20][CH2:21][CH3:22])[NH2:23].[CH2:24]([OH:25])[CH2:26][CH3:27].[Cl:1][c:2]1[c:3]2[nH:4][cH:5][n:6][c:7]2[n:8][cH:9][n:10]1.[OH2:28]>>[c:2]1([NH:23][CH2:11][CH2:12][CH2:13][CH2:14][CH2:15][CH2:16][CH2:17][CH2:18][CH2:19][CH2:20][CH2:21][CH3:22])[c:3]2[nH:4][cH:5][n:6][c:7]2[n:8][cH:9][n:10]1. Reactants: S(C)C (Me2S), C(C)(=O)NC1=CC=CC=2C=3N(CC(NC21)=O)C=2C=C(C=CC2C3C3CCCCC3)C(=O)OC (methyl 4-(acetylamino)-13-cyclohexyl-6-oxo-6,7-dihydro-5H-indolo[1,2-d][1,4]benzodiazepine-10-carboxylate), S(C)C (Me2S). The solvent is C1CCOC1 (THF). Conditions: time 45 minute. Yields the product C1(CCCCC1)C=1C=2C=CC(=CC2N2CCN3C4=C(C21)C=CC=C4N=C3C)C(=O)O (14-cyclohexyl-5-methyl-7,8-dihydroimidazo[4,5,1-jk]indolo[1,2-d][1,4]benzodiazepine-11-carboxylic acid). Yield: 36.0%. Reaction SMILES: S(C)C.[C:4]([NH:7][C:8]1[C:18]2[NH:17][C:16](=O)[CH2:15][N:14]3[C:20]4[CH:21]=[C:22]([C:33]([O:35]C)=[O:34])[CH:23]=[CH:24][C:25]=4[C:26]([CH:27]4[CH2:32][CH2:31][CH2:30][CH2:29][CH2:28]4)=[C:13]3[C:12]=2[CH:11]=[CH:10][CH:9]=1)(=O)[CH3:5]>C1COCC1>[CH:27]1([C:26]2[C:25]3[CH:24]=[CH:23][C:22]([C:33]([OH:35])=[O:34])=[CH:21][C:20]=3[N:14]3[C:13]=2[C:12]2[CH:11]=[CH:10][CH:9]=[C:8]4[N:7]=[C:4]([CH3:5])[N:17]([C:18]=24)[CH2:16][CH2:15]3)[CH2:28][CH2:29][CH2:30][CH2:31][CH2:32]1. Reported procedure: Me2S complex (2M in THF) (20 eq) was added to a stirred solution of methyl 4-(acetylamino)-13-cyclohexyl-6-oxo-6,7-dihydro-5H-indolo[1,2-d][1,4]benzodiazepine-10-carboxylate in anhydrous THF (0.02 M) at RT under N2. After 45 min further BH3.Me2S complex (2M in THF) (5 eq) were introduced and the reaction left to stir for 1 h. The reaction was quenched by cautious addition of 1N HCl (aq) and MeOH before partitioning between saturated NaHCO3 (aq) and EtOAc. The organics were washed with water, bri... Starting materials: C(#N)C1=CC=C(C=C1)O (4-cyanophenol), [H-].[Na+] (NaH), ClCCN1CCOCC1 (N-(2-chloroethyl)morpholine), hydrochloride salt. The solvent is CN(C)C=O (DMF). Reaction conditions: temperature 0 celsius, time 15 minute. Yields the product N1(CCOCC1)CCOC1=CC=C(C#N)C=C1 (4-[2-(4-morpholinyl)ethoxy]benzonitrile). The yield is 97.0%. RXN SMILES: [C:1]([C:3]1[CH:8]=[CH:7][C:6]([OH:9])=[CH:5][CH:4]=1)#[N:2].[H-].[Na+].Cl[CH2:13][CH2:14][N:15]1[CH2:20][CH2:19][O:18][CH2:17][CH2:16]1>CN(C=O)C>[N:15]1([CH2:14][CH2:13][O:9][C:6]2[CH:7]=[CH:8][C:3]([C:1]#[N:2])=[CH:4][CH:5]=2)[CH2:20][CH2:19][O:18][CH2:17][CH2:16]1 |f:1.2|. Reported procedure: To a solution of 4-cyanophenol (5.95 g, 0.05 mol) in DMF (35 mL) at 0° C. was added 60% NaH (2.2 g, 0.055 mol). The reaction mixture was stirred at 0° C. for 15 minutes, then at room temperature for 15 minutes and then N-(2-chloroethyl)morpholine (prepared from 11.16 g, 0.06 mol of the hydrochloride salt) was added and the reaction mixture was stirred at room temperature for about 2 days. There was still a small amount of starting material present so the reaction mixture was heated on a steam ba... Starting materials: ClC1=CC=C(C=C1)NC(=O)C1=CC=2CNC(CC2S1)C(=O)O ((4-chlorophenylaminocarbonyl)-4,5,6,7-tetrahydro-thieno[3,2-c]pyridine-6-carboxylic acid), CN(C)N=C1CC=C(C=C1)N (4-(dimethylaminoimino)phenylamine), C(CCl)Cl (EDC), O (H2O). Solvent: CN(C)C=O (DMF). Conditions: time 8 hour. Yields the product CN(C)N=C1CC=C(C=C1)NC(=O)C1CC2=C(CN1C(=O)NC1=CC=C(C=C1)Cl)C=CS2 (N-[4-(dimethylaminoimino)phenyl]-5N-(4-chlorophenylaminocarbonyl)-4,5,6,7-tetrahydro-thieno[3,2-c]pyridine-6-carboxamide). RXN SMILES: ClC1C=CC(NC([C:11]2[S:19][C:18]3[CH2:17][CH:16]([C:20]([OH:22])=O)[NH:15][CH2:14][C:13]=3[CH:12]=2)=O)=CC=1.[CH3:23][N:24]([N:26]=[C:27]1[CH:32]=[CH:31][C:30]([NH2:33])=[CH:29][CH2:28]1)[CH3:25].[CH2:34]([Cl:37])[CH2:35]Cl.[OH2:38]>CN(C=O)C>[CH3:25][N:24]([N:26]=[C:27]1[CH:28]=[CH:29][C:30]([NH:33][C:20]([CH:16]2[N:15]([C:14]([NH:15][C:16]3[CH:20]=[CH:35][C:34]([Cl:37])=[CH:18][CH:17]=3)=[O:38])[CH2:14][C:13]3[CH:12]=[CH:11][S:19][C:18]=3[CH2:17]2)=[O:22])=[CH:31][CH2:32]1)[CH3:23]. Procedure details: To a solution of 5N-(4-chlorophenylaminocarbonyl)-4,5,6,7-tetrahydro-thieno[3,2-c]pyridine-6-carboxylic acid (42 mg, 0.12 mmol) and 4-(dimethylaminoimino)phenylamine (42 mg, 0.26 mmol) in DMF (3 mL) and H2O (0.5 mL) at room temperature, EDC (72 mg, 0.38 mmol) was added. The mixture was stirred at room temperature overnight. It was concentrated in vacuo. The residue was purified by HPLC to give the titled compound as a powder (26 mg). MS 482.3 and 484.4 (M+H, Cl pattern). The reactants are C(C)OC(CC1=C(C=C(C=C1)Br)[N+](=O)[O-])=O (ethyl(4-bromo-2-nitrophenyl)acetate), ether isohexanes. Run in C(C)(=O)O (acetic acid). Reagents/catalysts: [Fe] (iron). RXN SMILES: C([O:3][C:4](=O)[CH2:5][C:6]1[CH:11]=[CH:10][C:9]([Br:12])=[CH:8][C:7]=1[N+:13]([O-])=O)C>C(O)(=O)C.[Fe]>[Br:12][C:9]1[CH:8]=[C:7]2[C:6]([CH2:5][C:4](=[O:3])[NH:13]2)=[CH:11][CH:10]=1. Isolated yield 43.0%. Yields the product BrC1=CC=C2CC(NC2=C1)=O (6-bromooxindole). Procedure details: Using a procedure analogous to that described for the starting material in Example 57, ethyl(4-bromo-2-nitrophenyl)acetate (26 g, 90 mmol) was treated with iron in acetic acid. The product thus obtained was recystallised from ether/isohexanes to give 6-bromooxindole (8.2 g, 42%). The reactants are ClC1=NC(=NC=C1CNC1=C(C=CC=C1Cl)Cl)SC (4-chloro-5-(2,6-dichloroanilinomethyl)-2-methylthiopyrimidine), C(C)(C)(C)OC(NC(CC1=CC(=CC=C1)N)(C)C)=O ((2-(3-aminophenyl)-1,1-dimethyl-ethyl)-carbamic acid tert-butyl ester), C(C)N(C1=CC=CC=C1)CC (N,N-diethylaniline). Solvent: ClCCl (dichloromethane). Conditions: time 30 minute. Yields the product C(C)(C)(C)OC(NC(CC1=CC(=CC=C1)NC1=NC(=NC=C1CNC1=C(C=CC=C1Cl)Cl)SC)(C)C)=O ((2-(3-[5-[(2,6-dichlorophenylamino)-methyl]-2-methylthiopyrimidin-4-yl-amino]-phenyl)-1,1-dimethyl-ethyl)-carbamic acid tert-butyl ester). Isolated yield 38.9%. RXN SMILES: Cl[C:2]1[C:7]([CH2:8][NH:9][C:10]2[C:15]([Cl:16])=[CH:14][CH:13]=[CH:12][C:11]=2[Cl:17])=[CH:6][N:5]=[C:4]([S:18][CH3:19])[N:3]=1.[C:20]([O:24][C:25](=[O:38])[NH:26][C:27]([CH3:37])([CH3:36])[CH2:28][C:29]1[CH:34]=[CH:33][CH:32]=[C:31]([NH2:35])[CH:30]=1)([CH3:23])([CH3:22])[CH3:21].C(N(CC)C1C=CC=CC=1)C>ClCCl>[C:20]([O:24][C:25](=[O:38])[NH:26][C:27]([CH3:37])([CH3:36])[CH2:28][C:29]1[CH:34]=[CH:33][CH:32]=[C:31]([NH:35][C:2]2[C:7]([CH2:8][NH:9][C:10]3[C:15]([Cl:16])=[CH:14][CH:13]=[CH:12][C:11]=3[Cl:17])=[CH:6][N:5]=[C:4]([S:18][CH3:19])[N:3]=2)[CH:30]=1)([CH3:23])([CH3:21])[CH3:22]. Procedure: A solution of 520 mg (1.6 mmol) of 4-chloro-5-(2,6-dichloroanilinomethyl)-2-methylthiopyrimidine, 420 mg (1.6 mmol) of (2-(3-aminophenyl)-1,1-dimethyl-ethyl)-carbamic acid tert-butyl ester and 250 mg (1.7 mmol) of N,N-diethylaniline in 5 ml of dichloromethane was heated at 80° C. until the solvent had evaporated and then to 120° C. for 30 minutes and then cooled. The product was purified by flash chromatography on silica gel eluting with diethyl ether/isohexane in a ratio 1:1 to give 350 mg (39%...